From a dataset of the Open Reaction Database (ORD), a public repository of structured organic reaction records. describe an organic reaction: reactants, conditions, products, and yield The reactants are NC1[C@@H]2N(C(=C(CS2)CSC2=CN=NN2)C(=O)O)C1=O (7-Amino-3-(1H-1,2,3-triazol-5-ylthiomethyl)-3-cephem-4-carboxylic acid), C[Si](C)(C)C(C(=O)N)[Si](C)(C)C (bis(trimethylsilyl)acetamide), ClC(C(=O)Cl)Cl (dichloroacetyl chloride). Run in C(Cl)Cl (methylene chloride), C(Cl)Cl (methylene chloride). Reaction conditions: temperature -7.5 celsius, time 30 minute. Product: ClC(C(=O)NC1[C@@H]2N(C(=C(CS2)CSC2=CN=NN2)C(=O)O)C1=O)Cl (7-dichloroacetamido-3-(1H-1,2,3-triazol-5-ylthiomethyl)-3-cephem-4-carboxylic acid). Isolated yield 42.3%. Reaction SMILES: [NH2:1][CH:2]1[C:19](=[O:20])[N:4]2[C:5]([C:16]([OH:18])=[O:17])=[C:6]([CH2:9][S:10][C:11]3[NH:15][N:14]=[N:13][CH:12]=3)[CH2:7][S:8][C@H:3]12.C[Si](C([Si](C)(C)C)C(N)=O)(C)C.[Cl:33][CH:34]([Cl:38])[C:35](Cl)=[O:36]>C(Cl)Cl>[Cl:33][CH:34]([Cl:38])[C:35]([NH:1][CH:2]1[C:19](=[O:20])[N:4]2[C:5]([C:16]([OH:18])=[O:17])=[C:6]([CH2:9][S:10][C:11]3[NH:15][N:14]=[N:13][CH:12]=3)[CH2:7][S:8][C@H:3]12)=[O:36]. Procedure details: 7-Amino-3-(1H-1,2,3-triazol-5-ylthiomethyl)-3-cephem-4-carboxylic acid (0.98 g) was suspended in methylene chloride (10 ml) and bis(trimethylsilyl)acetamide (2.53 g) was added to the suspension to give a solution. To the solution was added dropwise a solution of dichloroacetyl chloride (0.46 g) in methylene chloride (10 ml) at -30° C. The mixture was stirred at -10°0 to -15° C for 30 minutes and then concentrated under reduced pressure. To the residue was added ethyl acetate (50 ml) and water (3...